From a dataset of the Open Reaction Database (ORD), a public repository of structured organic reaction records. describe an organic reaction: reactants, conditions, products, and yield RXN SMILES: [NH:1]1[CH:5]=[CH:4][C:3]([C:6]2[CH:11]=[CH:10][C:9]([C:12]([N:14]3[C:20]4[CH:21]=[CH:22][CH:23]=[CH:24][C:19]=4[CH2:18][N:17]4[CH:25]=[CH:26][CH:27]=[C:16]4[CH2:15]3)=[O:13])=[CH:8][CH:7]=2)=[N:2]1.[H-].[Na+].I[CH2:31][CH2:32][CH2:33][CH3:34]>CN(C)C=O>[CH2:31]([N:1]1[CH:5]=[CH:4][C:3]([C:6]2[CH:11]=[CH:10][C:9]([C:12]([N:14]3[C:20]4[CH:21]=[CH:22][CH:23]=[CH:24][C:19]=4[CH2:18][N:17]4[CH:25]=[CH:26][CH:27]=[C:16]4[CH2:15]3)=[O:13])=[CH:8][CH:7]=2)=[N:2]1)[CH2:32][CH2:33][CH3:34] |f:1.2|. Reported procedure: In the manner of Example 25, employing [4-(1H-pyrazol-3-yl)-phenyl]-(5H,11H-pyrrolo[2,1-c][1,4]benzodiazepin-10-yl)-methanone (0.98 g), 60% sodium hydride in oil (0.30 g), dimethylformamide (25 ml), and 1-iodobutane (0.60 g), the title compound (0.32 g) was obtained as a crystalline solid, m.p. 122-123° C. Solvent: oil, CN(C=O)C (dimethylformamide). Yield: 28.2%. Starting materials: N1N=C(C=C1)C1=CC=C(C=C1)C(=O)N1CC=2N(CC3=C1C=CC=C3)C=CC2 ([4-(1H-pyrazol-3-yl)-phenyl]-(5H,11H-pyrrolo[2,1-c][1,4]benzodiazepin-10-yl)-methanone), [H-].[Na+] (sodium hydride), ICCCC (1-iodobutane). Product: C(CCC)N1N=C(C=C1)C1=CC=C(C=C1)C(=O)N1CC=2N(CC3=C1C=CC=C3)C=CC2 ([4-(1-Butyl-1H-pyrazol-3-yl)-phenyl]-(5H,11H-pyrrolo[2,1-c][1,4]-benzodiazepin-10-yl)-methanone). The reactants are CCCC=O, CC(C)CN(C(CO)CCCNC(=O)C(N)Cc1cccc2ccccc12)S(=O)(=O)c1ccc(N)cc1. Yields the product CCCCNC(Cc1cccc2ccccc12)C(=O)NCCCC(CO)N(CC(C)C)S(=O)(=O)c1ccc(N)cc1. As a reaction SMILES: [CH:38]([CH2:39][CH2:40][CH3:41])=[O:42].[NH2:1][CH:2]([C:3](=[O:4])[NH:5][CH2:6][CH2:7][CH2:8][CH:9]([CH2:10][OH:11])[N:12]([CH2:13][CH:14]([CH3:15])[CH3:16])[S:17](=[O:18])(=[O:19])[c:20]1[cH:21][cH:22][c:23]([NH2:26])[cH:24][cH:25]1)[CH2:27][c:28]1[cH:29][cH:30][cH:31][c:32]2[cH:33][cH:34][cH:35][cH:36][c:37]12>>[NH:1]([CH:2]([C:3](=[O:4])[NH:5][CH2:6][CH2:7][CH2:8][CH:9]([CH2:10][OH:11])[N:12]([CH2:13][CH:14]([CH3:15])[CH3:16])[S:17](=[O:18])(=[O:19])[c:20]1[cH:21][cH:22][c:23]([NH2:26])[cH:24][cH:25]1)[CH2:27][c:28]1[cH:29][cH:30][cH:31][c:32]2[cH:33][cH:34][cH:35][cH:36][c:37]12)[CH2:38][CH2:39][CH2:40][CH3:41].